From a dataset of the Open Reaction Database (ORD), a public repository of structured organic reaction records. describe an organic reaction: reactants, conditions, products, and yield Starting materials: CC(C)CCON=O, CC#N, CCS(=O)(=O)c1ccc(Sc2cc(Cl)ccc2N)c(Cl)c1, O, CCOC(=O)CS. The product is CCOC(=O)CSc1ccc(Cl)cc1Sc1ccc(S(=O)(=O)CC)cc1Cl. RXN SMILES: [CH2:8]([O:9][N:10]=[O:11])[CH2:12][CH:13]([CH3:14])[CH3:15].[CH3:37][C:38]#[N:39].[Cl:16][c:17]1[cH:18][c:19]([S:24][c:25]2[c:26]([Cl:36])[cH:27][c:28]([S:31](=[O:32])(=[O:33])[CH2:34][CH3:35])[cH:29][cH:30]2)[c:20]([NH2:21])[cH:22][cH:23]1.[OH2:40].[SH:1][CH2:2][C:3](=[O:4])[O:5][CH2:6][CH3:7]>>[S:1]([CH2:2][C:3](=[O:4])[O:5][CH2:6][CH3:7])[c:20]1[c:19]([S:24][c:25]2[c:26]([Cl:36])[cH:27][c:28]([S:31](=[O:32])(=[O:33])[CH2:34][CH3:35])[cH:29][cH:30]2)[cH:18][c:17]([Cl:16])[cH:23][cH:22]1. Starting materials: FC1=C(COC=2C(=NC=CC2)N)C(=CC=C1)F (3-[(2,6-Difluorobenzyl)oxy]pyridine-2-amine), ice, S(O)(O)(=O)=O (sulphuric acid), BrBr (bromine). Run in C(C)(=O)O (acetic acid), C(C)(=O)OCC (ethyl acetate). Run at temperature 0 celsius, time 90 minute. Yields the product BrC=1C=C(C(=NC1)N)OCC1=C(C=CC=C1F)F (5-Bromo-3-[(2,6-difluorobenzyl)oxy]pyridine-2-amine). Reaction SMILES: [F:1][C:2]1[CH:16]=[CH:15][CH:14]=[C:13]([F:17])[C:3]=1[CH2:4][O:5][C:6]1[C:7]([NH2:12])=[N:8][CH:9]=[CH:10][CH:11]=1.S(=O)(=O)(O)O.[Br:23]Br>C(O)(=O)C.C(OCC)(=O)C>[Br:23][C:10]1[CH:11]=[C:6]([O:5][CH2:4][C:3]2[C:13]([F:17])=[CH:14][CH:15]=[CH:16][C:2]=2[F:1])[C:7]([NH2:12])=[N:8][CH:9]=1. Reported procedure: 32.6 g of 3-[(2,6-difluorobenzyl)oxy]pyridine-2-amine (Example 4A; 138 mmol, 1 equivalent) were suspended in 552 ml of 10% strength sulphuric acid, and the mixture was cooled to 0° C. 8.5 ml of bromine (165 mmol, 1.2 equivalents) were dissolved in 85 ml of acetic acid and then, over a period of 90 min, added dropwise to the ice-cooled reaction solution. After the dropwise addition had ended, the mixture was stirred at 0° C. for 90 min and then diluted with 600 ml of ethyl acetate, and the aqueou...